The task is: describe an organic reaction: reactants, conditions, products, and yield. This data is from the Open Reaction Database (ORD), a public repository of structured organic reaction records. Reactants: solution, [OH-].[Na+] (NaOH), C(C)(=O)O[BH-](OC(C)=O)OC(C)=O.[Na+] (sodium triacetoxyborohydride), N1CC(CC1)O (pyrrolidin-3-ol), CC(CC=O)(C)C (3,3-dimethyl-butyraldehyde). Procedure details: Acetic acid (31 μL), pyrrolidin-3-ol (3.47 g, 39.8 mnol) and 3,3-dimethyl-butyraldehyde (3.99 g, 39.8 mmol) were dissolved in THF (100 mL) and stirred at room temperature for 40 min. The solution was then cooled to 0° C. on an ice bath. To the cold solution sodium triacetoxyborohydride (10.98 g, 51.8 mmol) was added and the mixture was stirred at room temperature overnight. The reaction mixture was basified with a 5.0 M solution of NaOH and extracted with CH2Cl2 (3×150 mL). The organic layer was... Run at time 40 minute. Yields the product CC(CCN1CC(CC1)O)(C)C (1-(3,3-dimethyl-butyl)-pyrrolidin-3-ol). Reaction SMILES: [NH:1]1[CH2:5][CH2:4][CH:3]([OH:6])[CH2:2]1.[CH3:7][C:8]([CH3:13])([CH3:12])[CH2:9][CH:10]=O.C(O[BH-](OC(=O)C)OC(=O)C)(=O)C.[Na+].[OH-].[Na+]>C1COCC1.C(O)(=O)C>[CH3:7][C:8]([CH3:13])([CH3:12])[CH2:9][CH2:10][N:1]1[CH2:5][CH2:4][CH:3]([OH:6])[CH2:2]1 |f:2.3,4.5|. Solvent: C1CCOC1 (THF), C(C)(=O)O (Acetic acid). Reactants: C(C)(=O)OC1=C(C(=O)NC2=C(C(=O)OC)C=CC(=C2)NC(C2=C(C=CC=C2)OC(C)=O)=O)C=CC=C1 (methyl 2,4-bis(2'-acetoxybenzamido)-benzoate), [OH-].[Na+] (sodium hydroxide). The product is C(C=1C(O)=CC=CC1)(=O)NC1=C(C(=O)O)C=CC(=C1)NC(C=1C(O)=CC=CC1)=O (2,4-bis(salicylamido)-benzoic acid). Yield: 85.0%. Reaction SMILES: C([O:4][C:5]1[CH:36]=[CH:35][CH:34]=[CH:33][C:6]=1[C:7]([NH:9][C:10]1[CH:19]=[C:18]([NH:20][C:21](=[O:32])[C:22]2[CH:27]=[CH:26][CH:25]=[CH:24][C:23]=2[O:28]C(=O)C)[CH:17]=[CH:16][C:11]=1[C:12]([O:14]C)=[O:13])=[O:8])(=O)C.[OH-].[Na+]>>[C:7]([NH:9][C:10]1[CH:19]=[C:18]([NH:20][C:21](=[O:32])[C:22]2[C:23](=[CH:24][CH:25]=[CH:26][CH:27]=2)[OH:28])[CH:17]=[CH:16][C:11]=1[C:12]([OH:14])=[O:13])(=[O:8])[C:6]1[C:5](=[CH:36][CH:35]=[CH:34][CH:33]=1)[OH:4] |f:1.2|. Reported procedure: By the procedure similar to that described in Example 5, methyl 2,4-bis(2'-acetoxybenzamido)-benzoate obtained in Example 6 was hydrolized with the aid of sodium hydroxide. Recrystallization of the hydrolized product from a mixture of dioxane and water gave 2,4-bis(salicylamido)-benzoic acid having a melting point between 250° - 252°C (decomposition). (Yield; 85%) The reactants are OC(C#C)(C)C1CCC(N1)=O (5-(1-hydroxy-1-methylprop-2-yn-1-yl)-2-pyrrolidone), N1=CC=CC=C1 (pyridine), S(=O)(Cl)Cl (thionyl chloride). Run in C1(=CC=CC=C1)C (toluene). Run at time 4 day. Yields the product CC(=C=CCl)C1CCC(N1)=O (5-(1-methyl-3-chloro-1,2-propadien-1-yl)-2-pyrrolidone), C=C(C#C)C1CCC(N1)=O (5-(1-methyleneprop-2-yne-1-yl)-2-pyrrolidone). RXN SMILES: O[C:2]([CH:6]1[NH:10][C:9](=[O:11])[CH2:8][CH2:7]1)([CH3:5])[C:3]#[CH:4].N1C=CC=CC=1.S(Cl)([Cl:20])=O>C1(C)C=CC=CC=1>[CH3:5][C:2]([CH:6]1[NH:10][C:9](=[O:11])[CH2:8][CH2:7]1)=[C:3]=[CH:4][Cl:20].[CH2:5]=[C:2]([CH:6]1[NH:10][C:9](=[O:11])[CH2:8][CH2:7]1)[C:3]#[CH:4]. Reported procedure: To a toluene solution of 5-(1-hydroxy-1-methylprop-2-yn-1-yl)-2-pyrrolidone at room temperature was added 4.0 equivalents of pyridine and 1.5 equivalents of thionyl chloride. The reaction mixture was left for four days. It was then quenched with cold water, extracted repeatedly with ethyl acetate and the organic extract washed once with water, brine, dried over anh. MgSO4 and concentrated to give an oil. Purification by chromatography over silica gel gave a 1:1 ratio of 5-(1-methyl-3-chloro-1,2-... The reactants are [N+](=O)([O-])C1=CC=C(C=C1)S(=O)(=NC(COC)=O)C ((RS)—S-(4-nitrophenyl)-N-(2-methoxy-acetyl)-S-methylsulfoximide). Reagents/catalysts: [Pd] (palladium on activated charcoal). Solvent: C(C)O (ethanol). Run at time 60 minute. The product is NC1=CC=C(C=C1)S(=O)(=NC(COC)=O)C ((RS)—S-(4-aminophenyl)-N-(2-methoxy-acetyl)-S-methyl-sulfoximide). Isolated yield 52.9%. As a reaction SMILES: [N+:1]([C:4]1[CH:9]=[CH:8][C:7]([S:10]([CH3:18])(=[N:12][C:13](=[O:17])[CH2:14][O:15][CH3:16])=[O:11])=[CH:6][CH:5]=1)([O-])=O>C(O)C.[Pd]>[NH2:1][C:4]1[CH:9]=[CH:8][C:7]([S:10]([CH3:18])(=[N:12][C:13](=[O:17])[CH2:14][O:15][CH3:16])=[O:11])=[CH:6][CH:5]=1. Procedure details: 107 mg (0.39 mmol) (RS)—S-(4-nitrophenyl)-N-(2-methoxy-acetyl)-S-methylsulfoximide is dissolved in 13.6 ml ethanol and treated with 40 mg palladium on activated charcoal (10% Pd). The mixture is stirred under hydrogen at normal pressure for 60 minutes at 24 C. The catalyst is filtered off and the solution concentrated. After chromatographic purification (silica gel, hexane/ethyl acetate (0-50% ethyl acetate)), 50 mg (53%) of the desired product is obtained.